Dataset: the Open Reaction Database (ORD), a public repository of structured organic reaction records. Task: describe an organic reaction: reactants, conditions, products, and yield Starting materials: C1CCOC1, CN1CCOCC1, COc1nc(OC)nc([N+]2(C)CCOCC2)n1, [Cl-], Cl, C#Cc1cc(CN)cc(F)c1NS(C)(=O)=O, O, O=C(O)C=Cc1ccc(C(F)(F)F)nc1-c1ccccc1. Yields the product C#Cc1cc(CNC(=O)C=Cc2ccc(C(F)(F)F)nc2-c2ccccc2)cc(F)c1NS(C)(=O)=O. RXN SMILES: [CH2:65]1[O:66][CH2:67][CH2:68][CH2:69]1.[CH3:18][N:19]1[CH2:20][CH2:21][O:22][CH2:23][CH2:24]1.[CH3:48][O:49][c:50]1[n:51][c:52]([O:53][CH3:54])[n:55][c:56]([N+:57]2([CH3:58])[CH2:59][CH2:60][O:61][CH2:62][CH2:63]2)[n:64]1.[Cl-:47].[ClH:17].[NH2:1][CH2:2][c:3]1[cH:4][c:5]([C:15]#[CH:16])[c:6]([NH:10][S:11](=[O:12])(=[O:13])[CH3:14])[c:7]([F:9])[cH:8]1.[OH2:46].[c:25]1(-[c:31]2[n:32][c:33]([C:42]([F:43])([F:44])[F:45])[cH:34][cH:35][c:36]2[CH:37]=[CH:38][C:39](=[O:40])[OH:41])[cH:26][cH:27][cH:28][cH:29][cH:30]1>>[NH:1]([CH2:2][c:3]1[cH:4][c:5]([C:15]#[CH:16])[c:6]([NH:10][S:11](=[O:12])(=[O:13])[CH3:14])[c:7]([F:9])[cH:8]1)[C:39]([CH:38]=[CH:37][c:36]1[c:31](-[c:25]2[cH:26][cH:27][cH:28][cH:29][cH:30]2)[n:32][c:33]([C:42]([F:43])([F:44])[F:45])[cH:34][cH:35]1)=[O:40]. Reactants: Cl (hydrogen chloride), CN1C(CN(CC1)C(=O)OC(C)(C)C)=O (1-methyl-2-oxo-4-t-butoxycarbonylpiperazine), C(C)OCC (Diethyl ether). The solvent is C(C)(=O)OCC (ethyl acetate). Reaction conditions: temperature 35 celsius, time 1 hour. Yields the product Cl.CN1C(CNCC1)=O (1-Methyl-2-oxopiperazine hydrochloride). As a reaction SMILES: [ClH:1].[CH3:2][N:3]1[CH2:8][CH2:7][N:6](C(OC(C)(C)C)=O)[CH2:5][C:4]1=[O:16].C(OCC)C>C(OCC)(=O)C>[ClH:1].[CH3:2][N:3]1[CH2:8][CH2:7][NH:6][CH2:5][C:4]1=[O:16] |f:4.5|. Procedure: 14 ml of 3M hydrogen chloride in ethyl acetate were added to 3.0 g of the product obtained in step (1) above, and the mixture was stirred at 35° C. for one hour. Diethyl ether was added to the reaction mixture, and the crystals which precipitated out were collected by filtration, washed with diethyl ether and dried, to give 2.1 g of the title compound. Yields the product CC(C)(C)OC(=O)CCC(=O)c1ccc(Cl)c(Cl)c1. RXN SMILES: [CH3:16][C:17]([CH3:18])=[CH2:19].[Cl:1][c:2]1[cH:3][c:4]([C:9]([CH2:10][CH2:11][C:12](=[O:13])[OH:14])=[O:15])[cH:5][cH:6][c:7]1[Cl:8]>>[Cl:1][c:2]1[cH:3][c:4]([C:9]([CH2:10][CH2:11][C:12](=[O:13])[O:14][C:17]([CH3:16])([CH3:18])[CH3:19])=[O:15])[cH:5][cH:6][c:7]1[Cl:8]. Starting materials: C=C(C)C, O=C(O)CCC(=O)c1ccc(Cl)c(Cl)c1.